This data is from the Open Reaction Database (ORD), a public repository of structured organic reaction records. The task is: describe an organic reaction: reactants, conditions, products, and yield Reactants: [H-].[Na+] (Sodium hydride), BrC1=CC(=CC(=C1)F)F (1-bromo-3,5-difluorobenzene), O (H2O), COC=1C=C(CO)C=CC1OC (3,4-dimethoxybenzyl alcohol). Run in CN(C)C=O (DMF), CN(C)C=O (DMF). Run at time 5 minute. Product: BrC1=CC(=CC(=C1)F)OCC1=CC(=C(C=C1)OC)OC (1-Bromo-3-(3,4-dimethoxybenzyloxy)-5-fluorobenzene). Yield: 82.8%. As a reaction SMILES: [H-].[Na+].[CH3:3][O:4][C:5]1[CH:6]=[C:7]([CH:10]=[CH:11][C:12]=1[O:13][CH3:14])[CH2:8][OH:9].[Br:15][C:16]1[CH:21]=[C:20](F)[CH:19]=[C:18]([F:23])[CH:17]=1.O>CN(C=O)C>[Br:15][C:16]1[CH:17]=[C:18]([F:23])[CH:19]=[C:20]([O:9][CH2:8][C:7]2[CH:10]=[CH:11][C:12]([O:13][CH3:14])=[C:5]([O:4][CH3:3])[CH:6]=2)[CH:21]=1 |f:0.1|. Reported procedure: Sodium hydride (80% disp. in oil; 933 mg, 31.1 mmol) was added, all at once to 3,4-dimethoxybenzyl alcohol (3.48 g, 20.7 mmol) in DMF (40 mL) at 0° C. and under Ar. After 5 min., the mixture was allowed to warm to r.t. After 1 h, 1-bromo-3,5-difluorobenzene (4 g, 20.7 mmol) in DMF (5 mL) was added dropwise at r.t. The resulting mixture was kept at this temperature for 16 h and slowly poured into H2O (500 mL). It was extracted with EtOAc (3×) and the combined organics were washed with 25% NH4OAc ... Starting materials: BrC1=C(C=NC=C1)N(C(C1=CC(=CC(=C1)C(F)(F)F)C(F)(F)F)=O)C (N-(4-bromo-pyridin-3-yl)-N-methyl-3,5-bis-trifluoromethyl-benzamide), COC1=C(C=C(C=C1F)F)B(O)O (2-methoxy-3,5-difluorophenylboronic acid). The product is FC=1C(=C(C=C(C1)F)C1=C(C=NC=C1)N(C(C1=CC(=CC(=C1)C(F)(F)F)C(F)(F)F)=O)C)OC (N-[4-(3,5-Difluoro-2-methoxy-phenyl)-pyridin-3-yl]-N-methyl-3,5-bis-trifluoromethyl-benzamide). Reaction SMILES: Br[C:2]1[CH:7]=[CH:6][N:5]=[CH:4][C:3]=1[N:8]([CH3:25])[C:9](=[O:24])[C:10]1[CH:15]=[C:14]([C:16]([F:19])([F:18])[F:17])[CH:13]=[C:12]([C:20]([F:23])([F:22])[F:21])[CH:11]=1.[CH3:26][O:27][C:28]1[C:33]([F:34])=[CH:32][C:31]([F:35])=[CH:30][C:29]=1B(O)O>>[F:34][C:33]1[C:28]([O:27][CH3:26])=[C:29]([C:2]2[CH:7]=[CH:6][N:5]=[CH:4][C:3]=2[N:8]([CH3:25])[C:9](=[O:24])[C:10]2[CH:15]=[C:14]([C:16]([F:19])([F:18])[F:17])[CH:13]=[C:12]([C:20]([F:23])([F:22])[F:21])[CH:11]=2)[CH:30]=[C:31]([F:35])[CH:32]=1. Reported procedure: The title compound was prepared in analogy to example 58, from N-(4-bromo-pyridin-3-yl)-N-methyl-3,5-bis-trifluoromethyl-benzamide (example 25, intermediate a) and 2-methoxy-3,5-difluorophenylboronic acid (CAS RN 737000-76-9) and using preparative HPLC for the chromatographic purification. Off-white solid (49%). MS (ESI): m/z=491.1 [M+H]+. The reactants are CCCI, [K+], [K+], O=C([O-])[O-], CN(C)C=O, COC(=O)c1ccc(OC)cc1O. The product is CCCOc1cc(OC)ccc1C(=O)OC. RXN SMILES: [CH2:20]([CH2:21][CH3:22])[I:23].[K+:14].[K+:15].[O-:16][C:17]([O-:18])=[O:19].[O:24]=[CH:25][N:26]([CH3:27])[CH3:28].[OH:1][c:2]1[c:3]([C:4](=[O:5])[O:6][CH3:7])[cH:8][cH:9][c:10]([O:12][CH3:13])[cH:11]1>>[O:1]([c:2]1[c:3]([C:4](=[O:5])[O:6][CH3:7])[cH:8][cH:9][c:10]([O:12][CH3:13])[cH:11]1)[CH2:20][CH2:21][CH3:22]. Reactants: N(=NC(=O)OC(C)C)C(=O)OC(C)C (Diisopropyl azodicarboxylate), O=C1N(C(C2=CC=CC=C12)=O)NC(OC(C)(C)C)=O (tert-butyl 1,3-dioxoisoindolin-2-ylcarbamate), C1(=CC=CC=C1)P(C1=CC=CC=C1)C1=CC=CC=C1 (triphenylphosphine), C(C)O (ethanol). Reported procedure: Diisopropyl azodicarboxylate (2.92 mL, 15.00 mmol) was added in one portion to a solution of tert-butyl 1,3-dioxoisoindolin-2-ylcarbamate (2.62 g, 10 mmol, prepared following the procedure described by Nicolas Brosse et al. in Eur. J. Org. Chem. 4757-4764, 2003), triphenylphosphine (3.93 g, 15.00 mmol) and ethanol (0.691 g, 15.00 mmol) in THF (20 mL) at 0° C. and the reaction solution was stirred at room temperature for 1 h (monitored by TLC until completion). Solvent was evaporated and the resi... Reaction SMILES: N(C(OC(C)C)=O)=NC(O[CH:6](C)[CH3:7])=O.[O:15]=[C:16]1[C:24]2[C:19](=[CH:20][CH:21]=[CH:22][CH:23]=2)[C:18](=[O:25])[N:17]1[NH:26][C:27](=[O:33])[O:28][C:29]([CH3:32])([CH3:31])[CH3:30].C1(P(C2C=CC=CC=2)C2C=CC=CC=2)C=CC=CC=1.C(O)C>C1COCC1>[O:25]=[C:18]1[C:19]2[C:24](=[CH:23][CH:22]=[CH:21][CH:20]=2)[C:16](=[O:15])[N:17]1[N:26]([CH2:6][CH3:7])[C:27](=[O:33])[O:28][C:29]([CH3:30])([CH3:32])[CH3:31]. Product: O=C1N(C(C2=CC=CC=C12)=O)N(C(OC(C)(C)C)=O)CC (tert-butyl 1,3-dioxoisoindolin-2-yl(ethyl)carbamate). Isolated yield 90.0%. The solvent is C1CCOC1 (THF). Procedure details: A solution of 20.0 g of 2-(3-dimethylaminopropoxy)benzaldehyde and 10.3 g of benzylamine in 100 ml of toluene is heated at reflux for one hour in a procedure described for Example 1. The yield of product is 22.1 g, boiling point 175°-178° C./0.05 mm of Hg. Yields the product CN(CCCOC1=C(C=CC=C1)C=NCC1=CC=CC=C1)C (N,N-Dimethyl-3-[2-[[(phenylmethyl)imino]methyl]phenoxy]propanamine). Solvent: C1(=CC=CC=C1)C (toluene). Reactants: CN(CCCOC1=C(C=O)C=CC=C1)C (2-(3-dimethylaminopropoxy)benzaldehyde), C(C1=CC=CC=C1)N (benzylamine). Reaction SMILES: [CH3:1][N:2]([CH3:15])[CH2:3][CH2:4][CH2:5][O:6][C:7]1[CH:14]=[CH:13][CH:12]=[CH:11][C:8]=1[CH:9]=O.[CH2:16]([NH2:23])[C:17]1[CH:22]=[CH:21][CH:20]=[CH:19][CH:18]=1>C1(C)C=CC=CC=1>[CH3:1][N:2]([CH3:15])[CH2:3][CH2:4][CH2:5][O:6][C:7]1[CH:14]=[CH:13][CH:12]=[CH:11][C:8]=1[CH:9]=[N:23][CH2:16][C:17]1[CH:22]=[CH:21][CH:20]=[CH:19][CH:18]=1. Starting materials: [Br-], Br, CC(C)=O, O=N[O-], COC(=O)c1cc(N)c(OC)cc1OC, [Na+], O. Yields the product COC(=O)c1cc(Br)c(OC)cc1OC. RXN SMILES: [Br-:21].[BrH:16].[CH3:22][C:23](=[O:24])[CH3:25].[N:17]([O-:18])=[O:19].[NH2:1][c:2]1[c:3]([O:14][CH3:15])[cH:4][c:5]([O:12][CH3:13])[c:6]([C:7](=[O:8])[O:9][CH3:10])[cH:11]1.[Na+:20].[OH2:26]>>[c:2]1([Br:16])[c:3]([O:14][CH3:15])[cH:4][c:5]([O:12][CH3:13])[c:6]([C:7](=[O:8])[O:9][CH3:10])[cH:11]1. Starting materials: C(C)C1=C(C=CC=C1)NC=1C=NN(C1C(=O)O)C (4-[(2-ethylphenyl)amino]-1-methyl-1H-pyrazole-5-carboxylic acid), FC1=CC=C(C=C1)NC=1C=NN(C1C(=O)O)C (4-[(4-fluorophenyl)amino]-1-methyl-1H-pyrazole-5-carboxylic acid). Yields the product C(C)C1=CC=CC=2C(C3=C(NC12)C=NN3C)=O (5-ETHYL-1-METHYL-1,4-DIHYDRO-9H-PYRAZOLO[4,3-b]QUINOLIN-9-ONE). As a reaction SMILES: [CH2:1]([C:3]1[CH:8]=[CH:7][CH:6]=[CH:5][C:4]=1[NH:9][C:10]1[CH:11]=[N:12][N:13]([CH3:18])[C:14]=1[C:15]([OH:17])=O)[CH3:2].FC1C=CC(NC2C=NN(C)C=2C(O)=O)=CC=1>>[CH2:1]([C:3]1[C:4]2[NH:9][C:10]3[CH:11]=[N:12][N:13]([CH3:18])[C:14]=3[C:15](=[O:17])[C:5]=2[CH:6]=[CH:7][CH:8]=1)[CH3:2]. Reported procedure: The title compound was prepared according to the procedure of step 2 in EXAMPLE 1 using 4-[(2-ethylphenyl)amino]-1-methyl-1H-pyrazole-5-carboxylic acid (EXAMPLE 7, step 1), instead of 4-[(4-fluorophenyl)amino]-1-methyl-1H-pyrazole-5-carboxylic acid. The reactants are C(C)OCCC(=O)N (3-ethoxypropionamide), CN(CCCN)C (3-dimethylaminopropylamine), N (ammonia). Yields the product CN(CCCNC(CCOCC)=O)C (N-(3-dimethylaminopropyl)-3-ethoxypropionamide). RXN SMILES: [CH2:1]([O:3][CH2:4][CH2:5][C:6]([NH2:8])=[O:7])[CH3:2].[CH3:9][N:10]([CH3:15])[CH2:11][CH2:12][CH2:13]N.N>>[CH3:9][N:10]([CH3:15])[CH2:11][CH2:12][CH2:13][NH:8][C:6](=[O:7])[CH2:5][CH2:4][O:3][CH2:1][CH3:2]. Procedure details: 117.2 g of (1.0 mole) of 3-ethoxypropionamide are heated with 107.3 g (1.05 mole) of 3-dimethylaminopropylamine for 6 hours in a temperature range of 145°-170° C. until the evolution of ammonia is complete. In the subsequent distillation in a high vacuum 184 g (0.91 mole=91% of the theoretical yield) of colorless liquid are obtained having a Bp0.1 of 114°-118° C. Reactants: ClC=1C=C(C=O)C(=CC1Cl)N (3,4-Dichloro-6-aminobenzaldehyde), CC(C(=O)[O-])(C(=O)[O-])C (dimethylmalonate), C(C)OCC (ethyl ether). The product is ClC=1C=C2C=C(C(=NC2=CC1Cl)O)C(=O)OC (methyl 6,7-dichloro-2-hydroxyquinoline-3-carboxylate). As a reaction SMILES: [Cl:1][C:2]1[CH:3]=[C:4]([C:7]([NH2:11])=[CH:8][C:9]=1[Cl:10])[CH:5]=O.C[C:13](C)([C:17]([O-:19])=[O:18])[C:14]([O-:16])=O.[CH2:21](OCC)C>>[Cl:1][C:2]1[CH:3]=[C:4]2[C:7](=[CH:8][C:9]=1[Cl:10])[N:11]=[C:14]([OH:16])[C:13]([C:17]([O:19][CH3:21])=[O:18])=[CH:5]2. Procedure: 3,4-Dichloro-6-aminobenzaldehyde (2.85 g, 15 mmol) was stirred with dimethylmalonate (10 ml) at 140° C. for 20 h. The mixture was diluted with ethyl ether (100 ml). The precipitate was collected, washed twice with ethyl ether and dried in vacuo to give 2.86 g of methyl 6,7-dichloro-2-hydroxyquinoline-3-carboxylate. The reactants are [BH4-].[Na+] (sodium borohydride), N1(CCCCC1)CC1=CC(=NC=C1)OC\C=C/CNC(CCCCSCC(=O)OC)=O (N-[4-(4-piperidinomethyl-2-pyridyloxy)-cis-2-butenyl]-5-(methoxycarbonylmethylthio)pentanamide), CO (methanol). Solvent: O1CCCC1 (tetrahydrofuran). Run at time 3 hour. The product is N1(CCCCC1)CC1=CC(=NC=C1)OC\C=C/CNC(CCCCSCCO)=O (N-[4-(4-Piperidinomethyl-2-pyridyloxy)-cis-2butenyl]-5-(2-hydroxyethylthio)pentanamide). Isolated yield 81.3%. RXN SMILES: [BH4-].[Na+].[N:3]1([CH2:9][C:10]2[CH:15]=[CH:14][N:13]=[C:12]([O:16][CH2:17]/[CH:18]=[CH:19]\[CH2:20][NH:21][C:22](=[O:33])[CH2:23][CH2:24][CH2:25][CH2:26][S:27][CH2:28][C:29](OC)=[O:30])[CH:11]=2)[CH2:8][CH2:7][CH2:6][CH2:5][CH2:4]1.CO>O1CCCC1>[N:3]1([CH2:9][C:10]2[CH:15]=[CH:14][N:13]=[C:12]([O:16][CH2:17]/[CH:18]=[CH:19]\[CH2:20][NH:21][C:22](=[O:33])[CH2:23][CH2:24][CH2:25][CH2:26][S:27][CH2:28][CH2:29][OH:30])[CH:11]=2)[CH2:8][CH2:7][CH2:6][CH2:5][CH2:4]1 |f:0.1|. Procedure details: 0.21 g of sodium borohydride was added to a solution of 1.98 g of N-[4-(4-piperidinomethyl-2-pyridyloxy)-cis-2-butenyl]-5-(methoxycarbonylmethylthio)pentanamide [prepared as described in step (b) above] in 40 ml of tetrahydrofuran, and 8 ml of methanol were added dropwise to the mixture, whilst ice-cooling; it was then stirred at room temperature for 3 hours. At the end of this time, the reaction mixture was concentrated by evaporation under reduced pressure, and the residue was mixed with water...